From a dataset of the Open Reaction Database (ORD), a public repository of structured organic reaction records. describe an organic reaction: reactants, conditions, products, and yield Starting materials: CC1=CC(=NN1)NC1=NC(=NC(=C1)CCBr)SC1=CC=C(C=C1)NC(CC)=O (N-(4-(4-(5-methyl-1H-pyrazol-3-ylamino)-6-(2-bromoethyl)pyrimidin-2-ylthio)phenyl)propionamide), N1CCC1 (azetidine). Solvent: CN(C=O)C (dimethylformamide), C(C)(=O)OCC (ethyl acetate). Run at time 24 hour. Yields the product CC1=CC(=NN1)NC1=NC(=NC(=C1)CCN1CCC1)SC1=CC=C(C=C1)NC(CC)=O (N-(4-(4-(5-methyl-1H-pyrazol-3-ylamino)-6-(2-(azetidin-1-yl)ethyl)pyrimidin-2-ylthio)phenyl)propionamide), bis-trifluoro acetic acid. Yield: 1.0%. As a reaction SMILES: [CH3:1][C:2]1[NH:6][N:5]=[C:4]([NH:7][C:8]2[CH:13]=[C:12]([CH2:14][CH2:15]Br)[N:11]=[C:10]([S:17][C:18]3[CH:23]=[CH:22][C:21]([NH:24][C:25](=[O:28])[CH2:26][CH3:27])=[CH:20][CH:19]=3)[N:9]=2)[CH:3]=1.[NH:29]1[CH2:32][CH2:31][CH2:30]1>CN(C)C=O.C(OCC)(=O)C>[CH3:1][C:2]1[NH:6][N:5]=[C:4]([NH:7][C:8]2[CH:13]=[C:12]([CH2:14][CH2:15][N:29]3[CH2:32][CH2:31][CH2:30]3)[N:11]=[C:10]([S:17][C:18]3[CH:23]=[CH:22][C:21]([NH:24][C:25](=[O:28])[CH2:26][CH3:27])=[CH:20][CH:19]=3)[N:9]=2)[CH:3]=1. Procedure: A mixture of N-(4-(4-(5-methyl-1H-pyrazol-3-ylamino)-6-(2-bromoethyl)pyrimidin-2-ylthio)phenyl)propionamide (100 mg, 0.21 mmol) and azetidine (36 mg, 0.63 mmol) in dimethylformamide (2 ml) was stirred at room temperature under a nitrogen atmosphere for 24 hours. The reaction mixture was diluted with ethyl acetate (40 ml). The organic layer was washed with a saturated solution of sodium bicarbonate (10 ml) and brine (10 ml), then dried over magnesium sulfate. The residue was purified by Gilson HP... Starting materials: C(O)([O-])=O.[Na+] (sodium hydrogen carbonate), [Br-].[K+] (potassium bromide), CC1(CCCC(N1[O])(C)C)C (2,2,6,6-tetramethylpiperidine 1-oxyl), Cl[O-].[Na+] (sodium hypochlorite), C(C1=CC=CC=C1)OC=1C(C=C(N2C1C(N(CC2)CC2=CC(=C(C=C2)Cl)Cl)=O)CO)=O (9-Benzyloxy-2-(3,4-dichlorobenzyl)-6-hydroxymethyl-3,4-dihydro-2H-pyrido[1,2-a]pyrazine-1,8-dione), S(=O)(=O)(O)[O-].[K+] (potassium hydrogen sulfate). Run in CC(=O)C (acetone). Run at time 15 minute. Yields the product C(C1=CC=CC=C1)OC=1C(C=C(N2C1C(N(CC2)CC2=CC(=C(C=C2)Cl)Cl)=O)C(=O)O)=O (9-benzyloxy-2-(3,4-dichlorobenzyl)-1,8-dioxo-1,3,4,8-tetrahydro-2H-pyrido[1,2-a]pyrazine-6-carboxylic acid). Reaction SMILES: [CH2:1]([O:8][C:9]1[C:10](=[O:31])[CH:11]=[C:12]([CH2:29][OH:30])[N:13]2[CH2:18][CH2:17][N:16]([CH2:19][C:20]3[CH:25]=[CH:24][C:23]([Cl:26])=[C:22]([Cl:27])[CH:21]=3)[C:15](=[O:28])[C:14]=12)[C:2]1[CH:7]=[CH:6][CH:5]=[CH:4][CH:3]=1.C(=O)([O-])[OH:33].[Na+].[Br-].[K+].CC1(C)N([O])C(C)(C)CCC1.Cl[O-].[Na+].S([O-])(O)(=O)=O.[K+]>CC(C)=O>[CH2:1]([O:8][C:9]1[C:10](=[O:31])[CH:11]=[C:12]([C:29]([OH:33])=[O:30])[N:13]2[CH2:18][CH2:17][N:16]([CH2:19][C:20]3[CH:25]=[CH:24][C:23]([Cl:26])=[C:22]([Cl:27])[CH:21]=3)[C:15](=[O:28])[C:14]=12)[C:2]1[CH:7]=[CH:6][CH:5]=[CH:4][CH:3]=1 |f:1.2,3.4,6.7,8.9,^1:42|. Procedure: 9-Benzyloxy-2-(3,4-dichlorobenzyl)-6-hydroxymethyl-3,4-dihydro-2H-pyrido[1,2-a]pyrazine-1,8-dione (100 mg) obtained in Example 5, Step 6 was dissolved in acetone (1.6 ml) and saturated aqueous sodium hydrogen carbonate solution (1.0 ml) and potassium bromide (3 mg), 2,2,6,6-tetramethylpiperidine 1-oxyl and free radical (3 mg) were added, and 6% aqueous sodium hypochlorite solution (3.4 ml) was added dropwise under ice-cooling. After stirring for 15 min, the ice bath was removed and the mixture w... Reaction SMILES: [Li+:22].[N:1](=[N+:2]=[N-:3])[CH:4]1[CH:5]([NH:14][C:15](=[O:16])[O:17][C:18]([CH3:19])([CH3:20])[CH3:21])[CH2:6][CH:7]([C:10](=[O:11])[O:12][CH3:13])[CH2:8][CH2:9]1.[O:25]1[CH2:26][CH2:27][CH2:28][CH2:29]1.[OH-:23].[OH2:24]>>[N:1](=[N+:2]=[N-:3])[CH:4]1[CH:5]([NH:14][C:15](=[O:16])[O:17][C:18]([CH3:19])([CH3:20])[CH3:21])[CH2:6][CH:7]([C:10](=[O:11])[OH:12])[CH2:8][CH2:9]1. Yields the product CC(C)(C)OC(=O)NC1CC(C(=O)O)CCC1N=[N+]=[N-]. Starting materials: [Li+], COC(=O)C1CCC(N=[N+]=[N-])C(NC(=O)OC(C)(C)C)C1, C1CCOC1, [OH-], O. The reactants are [BH4-], CC(C)(C)[Si](C)(C)Oc1cccc2ccc(-c3nnc4cc(C=O)ccn34)nc12, CO, [Na+]. The product is CC(C)(C)[Si](C)(C)Oc1cccc2ccc(-c3nnc4cc(CO)ccn34)nc12. RXN SMILES: [BH4-:1].[C:3]([CH3:4])([CH3:5])([CH3:6])[Si:7]([O:8][c:9]1[cH:10][cH:11][cH:12][c:13]2[cH:14][cH:15][c:16](-[c:19]3[n:20][n:21][c:22]4[n:23]3[cH:24][cH:25][c:26]([CH:28]=[O:29])[cH:27]4)[n:17][c:18]12)([CH3:30])[CH3:31].[CH3:32][OH:33].[Na+:2]>>[C:3]([CH3:4])([CH3:5])([CH3:6])[Si:7]([O:8][c:9]1[cH:10][cH:11][cH:12][c:13]2[cH:14][cH:15][c:16](-[c:19]3[n:20][n:21][c:22]4[n:23]3[cH:24][cH:25][c:26]([CH2:28][OH:29])[cH:27]4)[n:17][c:18]12)([CH3:30])[CH3:31]. Starting materials: O=C([O-])[O-], COc1cc(C=C2C(=O)OCC2Cc2cc(OC)c(OC)c(OC)c2)cc(O)c1OC, CC(C)=O, [K+], [K+], O=[N+]([O-])c1ccc(CBr)cc1. Product: COc1cc(CC2COC(=O)C2=Cc2cc(OC)c(OC)c(OCc3ccc([N+](=O)[O-])cc3)c2)cc(OC)c1OC. RXN SMILES: [C:43](=[O:44])([O-:45])[O-:46].[CH3:1][O:2][c:3]1[cH:4][c:5]([CH:6]=[C:7]2[C:8](=[O:9])[O:10][CH2:11][CH:12]2[CH2:13][c:14]2[cH:15][c:16]([O:24][CH3:25])[c:17]([O:22][CH3:23])[c:18]([O:20][CH3:21])[cH:19]2)[cH:26][c:27]([OH:31])[c:28]1[O:29][CH3:30].[CH3:49][C:50](=[O:51])[CH3:52].[K+:47].[K+:48].[N+:32](=[O:33])([O-:34])[c:35]1[cH:36][cH:37][c:38]([CH2:39][Br:40])[cH:41][cH:42]1>>[CH3:1][O:2][c:3]1[cH:4][c:5]([CH:6]=[C:7]2[C:8](=[O:9])[O:10][CH2:11][CH:12]2[CH2:13][c:14]2[cH:15][c:16]([O:24][CH3:25])[c:17]([O:22][CH3:23])[c:18]([O:20][CH3:21])[cH:19]2)[cH:26][c:27]([O:31][CH2:39][c:38]2[cH:37][cH:36][c:35]([N+:32](=[O:33])[O-:34])[cH:42][cH:41]2)[c:28]1[O:29][CH3:30]. Starting materials: CC1=C(C=CC=C1)S(=O)(=O)N1C=CC=2C(=CC=CC12)C=O (1-[(2-methylphenyl)sulfonyl]-1H-indole-4-carbaldehyde), N1=C(C=CC=C1C)C (2,6-lutidine), I(=O)(=O)(=O)[O-].[Na+] (sodium periodate), S1C(=CC=C1)S(=O)(=O)N1C=CC2=C(C=CC=C12)C=C (1-(2-thienylsulfonyl)-4-vinyl-1H-indole), S1C(=CC=C1)S(=O)(=O)N1C=CC2=C(C=CC=C12)C=C (1-(2-thienylsulfonyl)-4-vinyl-1H-indole). Reagents/catalysts: O=[Os](=O)(=O)=O (OsO4). The product is S1C(=CC=C1)S(=O)(=O)N1C=CC=2C(=CC=CC12)C=O (1-(2-Thienylsulfonyl)-1H-indole-4-carbaldehyde). As a reaction SMILES: C[C:2]1[CH:7]=[CH:6]C=C[C:3]=1[S:8]([N:11]1[C:19]2[CH:18]=[CH:17][CH:16]=[C:15]([CH:20]=[O:21])[C:14]=2[CH:13]=[CH:12]1)(=[O:10])=[O:9].[S:22]1C=CC=C1S(N1C2C(=C(C=C)C=CC=2)C=C1)(=O)=O.N1C(C)=CC=CC=1C.I([O-])(=O)(=O)=O.[Na+]>O=[Os](=O)(=O)=O>[S:22]1[CH:6]=[CH:7][CH:2]=[C:3]1[S:8]([N:11]1[C:19]2[CH:18]=[CH:17][CH:16]=[C:15]([CH:20]=[O:21])[C:14]=2[CH:13]=[CH:12]1)(=[O:10])=[O:9] |f:3.4|. Reported procedure: The experimental for Intermediate 16 was followed using 1-(2-thienylsulfonyl)-4-vinyl-1H-indole (333 mg, 1.15 mmol; Intermediate 21), OsO4 (15 mg, 0.06 mmol), 2,6-lutidine (268 μL, 2.30 mmol) and sodium periodate (0.984 g, 4.60 mmol). The title compound was obtained (306 mg, 91%, still some dioxane according to HNMR) as a black gum. MS (ESI+) for C13H9NO3S2 m/z 292 (M+H)+. The reactants are N1CCSCC1 (Thiomorpholine), COC=1C=C(CCl)C=C(C1)OC (3,5-dimethoxybenzyl chloride). Run in C1CCOC1 (THF). Reaction conditions: time 8 hour. The product is COC=1C=C(C=C(C1)OC)CN1CCSCC1 (3,5-dimethoxy-1-(thiomorpholino-methyl)benzene). Yield: 73.7%. Reaction SMILES: [NH:1]1[CH2:6][CH2:5][S:4][CH2:3][CH2:2]1.[CH3:7][O:8][C:9]1[CH:10]=[C:11]([CH:14]=[C:15]([O:17][CH3:18])[CH:16]=1)[CH2:12]Cl>C1COCC1>[CH3:18][O:17][C:15]1[CH:14]=[C:11]([CH2:12][N:1]2[CH2:6][CH2:5][S:4][CH2:3][CH2:2]2)[CH:10]=[C:9]([O:8][CH3:7])[CH:16]=1. Procedure details: Thiomorpholine (3.4 g) was added to a solution of 3,5-dimethoxybenzyl chloride (2 g) in THF (25 mL) and the mixture was stirred overnight at room temperature. The solid material was removed by filtration and the filtrate was evaporated. The residue was purified by column chromatography (silica gel; eluent: EtOAc/hexane 1/2) to yield 2 g of 3,5-dimethoxy-1-(thiomorpholino-methyl)benzene. ESMS: m/z 253 (M).